The task is: describe an organic reaction: reactants, conditions, products, and yield. This data is from the Open Reaction Database (ORD), a public repository of structured organic reaction records. The reactants are [Al+3], ClCCl, [Cl-], [Cl-], [Cl-], NS(=O)(=O)c1cc(C(=O)Cl)ccc1Cl, O=S(=O)(c1ccccc1)n1cccc1. Product: NS(=O)(=O)c1cc(C(=O)c2ccn(S(=O)(=O)c3ccccc3)c2)ccc1Cl. RXN SMILES: [Al+3:2].[CH2:33]([Cl:34])[Cl:35].[Cl-:1].[Cl-:3].[Cl-:4].[Cl:5][c:6]1[c:7]([S:15]([NH2:16])(=[O:17])=[O:18])[cH:8][c:9]([C:10](=[O:11])[Cl:12])[cH:13][cH:14]1.[c:19]1([S:25](=[O:26])(=[O:27])[n:28]2[cH:29][cH:30][cH:31][cH:32]2)[cH:20][cH:21][cH:22][cH:23][cH:24]1>>[Cl:5][c:6]1[c:7]([S:15]([NH2:16])(=[O:17])=[O:18])[cH:8][c:9]([C:10](=[O:11])[c:31]2[cH:30][cH:29][n:28]([S:25]([c:19]3[cH:20][cH:21][cH:22][cH:23][cH:24]3)(=[O:26])=[O:27])[cH:32]2)[cH:13][cH:14]1. Reactants: C(#N)CC(=O)NC(CCC)C1=CC=C(C=C1)OCCN(CC)CC (2-Cyano-N-(1-(4-(2-(diethylamino)ethoxy)phenyl)butyl)acetamide), N1(CCCC1)CCOC1=CC=C(C=C1)C(CCC)N (1-(4-(2-(Pyrrolidin-1-yl)ethoxy)phenyl)butan-1-amine). Yields the product C(#N)CC(=O)NC(CCC)C1=CC=C(C=C1)OCCN1CCCC1 (2-Cyano-N-(1-(4-(2-(pyrrolidin-1-yl)ethoxy)phenyl)butyl)acetamide). Isolated yield 60.0%. As a reaction SMILES: [C:1]([CH2:3][C:4]([NH:6][CH:7]([C:11]1[CH:16]=[CH:15][C:14]([O:17][CH2:18][CH2:19][N:20]([CH2:23][CH3:24])[CH2:21][CH3:22])=[CH:13][CH:12]=1)[CH2:8][CH2:9][CH3:10])=[O:5])#[N:2].N1(CCOC2C=CC(C(N)CCC)=CC=2)CCCC1>>[C:1]([CH2:3][C:4]([NH:6][CH:7]([C:11]1[CH:12]=[CH:13][C:14]([O:17][CH2:18][CH2:19][N:20]2[CH2:23][CH2:24][CH2:22][CH2:21]2)=[CH:15][CH:16]=1)[CH2:8][CH2:9][CH3:10])=[O:5])#[N:2]. Procedure: The title compound was prepared by using a similar procedure as described for the preparation of 29 except that 1-(4-(2-(pyrrolidin-1-yl)ethoxy)phenyl)butan-1-amine (27) was used instead of 1-(4-(2-(diethylamino)ethoxy)phenyl)butan-1-amine (25). This produced crude product which was purified by flash silica gel column chromatography, eluting with 5:95 methanol/dichloromethane, to give 31 (140 mg, 60%) as a thick yellow oil: MS (ES+) m/z 330.2 (M+H)+.